This data is from the Open Reaction Database (ORD), a public repository of structured organic reaction records. The task is: describe an organic reaction: reactants, conditions, products, and yield Reactants: ClCCl, O=C(O)C(F)(F)F, CCCCCNc1nc(N)nc(C)c1Cc1ccc(CC(=O)OCC2CCN(C(=O)OC(C)(C)C)CC2)cc1. The product is CCCCCNc1nc(N)nc(C)c1Cc1ccc(CC(=O)OCC2CCNCC2)cc1. RXN SMILES: [Cl:40][CH2:41][Cl:42].[F:43][C:44]([F:45])([F:46])[C:47]([OH:48])=[O:49].[NH2:1][c:2]1[n:3][c:4]([NH:34][CH2:35][CH2:36][CH2:37][CH2:38][CH3:39])[c:5]([CH2:9][c:10]2[cH:11][cH:12][c:13]([CH2:16][C:17](=[O:18])[O:19][CH2:20][CH:21]3[CH2:22][CH2:23][N:24]([C:27]([O:28][C:29]([CH3:30])([CH3:31])[CH3:32])=[O:33])[CH2:25][CH2:26]3)[cH:14][cH:15]2)[c:6]([CH3:8])[n:7]1>>[NH2:1][c:2]1[n:3][c:4]([NH:34][CH2:35][CH2:36][CH2:37][CH2:38][CH3:39])[c:5]([CH2:9][c:10]2[cH:11][cH:12][c:13]([CH2:16][C:17](=[O:18])[O:19][CH2:20][CH:21]3[CH2:22][CH2:23][NH:24][CH2:25][CH2:26]3)[cH:14][cH:15]2)[c:6]([CH3:8])[n:7]1. Reactants: C1COCCN1, CCCP(=O)(O)O, CN(C)c1nc2cc(NC(=O)c3c(C(=O)O)cnn3C)ccn2n1, CCN(C(C)C)C(C)C, C1CCOC1. The product is CN(C)c1nc2cc(NC(=O)c3c(C(=O)N4CCOCC4)cnn3C)ccn2n1. RXN SMILES: [CH2:25]1[CH2:26][O:27][CH2:28][CH2:29][NH:30]1.[CH2:31]([P:32]([OH:33])([OH:34])=[O:35])[CH2:36][CH3:37].[CH3:1][N:2]([c:3]1[n:4][n:5]2[c:6]([cH:7][c:8]([NH:11][C:12](=[O:13])[c:14]3[c:15]([C:20](=[O:21])[OH:22])[cH:16][n:17][n:18]3[CH3:19])[cH:9][cH:10]2)[n:23]1)[CH3:24].[CH:38]([N:39]([CH:40]([CH3:41])[CH3:42])[CH2:43][CH3:44])([CH3:45])[CH3:46].[O:47]1[CH2:48][CH2:49][CH2:50][CH2:51]1>>[CH3:1][N:2]([c:3]1[n:4][n:5]2[c:6]([cH:7][c:8]([NH:11][C:12](=[O:13])[c:14]3[c:15]([C:20](=[O:22])[N:30]4[CH2:25][CH2:26][O:27][CH2:28][CH2:29]4)[cH:16][n:17][n:18]3[CH3:19])[cH:9][cH:10]2)[n:23]1)[CH3:24]. Reaction SMILES: [CH:36]([OH:37])([CH3:38])[CH3:39].[CH:40]([Cl:41])([Cl:42])[Cl:43].[Na+:34].[OH2:35].[S:30]([O-:31])(=[O:32])[OH:33].[cH:44]1[cH:45][cH:46][n:47][cH:48][cH:49]1.[n:1]1[cH:2][cH:3][c:4]([CH2:7][C:8]2([CH2:23][c:24]3[cH:25][cH:26][n:27][cH:28][cH:29]3)[CH:9]=[C:10]([c:17]3[cH:18][cH:19][cH:20][cH:21][cH:22]3)[c:11]3[cH:12][cH:13][cH:14][cH:15][c:16]32)[cH:5][cH:6]1>>[n:1]1[cH:2][cH:3][c:4]([CH2:7][C:8]2([CH2:23][c:24]3[cH:25][cH:26][n:27][cH:28][cH:29]3)[CH:9]([OH:31])[C:10]([c:17]3[cH:18][cH:19][cH:20][cH:21][cH:22]3)([OH:35])[c:11]3[cH:12][cH:13][cH:14][cH:15][c:16]32)[cH:5][cH:6]1. Reactants: CC(C)O, ClC(Cl)Cl, [Na+], O, O=S([O-])O, c1ccncc1, C1=C(c2ccccc2)c2ccccc2C1(Cc1ccncc1)Cc1ccncc1. Product: OC1C(Cc2ccncc2)(Cc2ccncc2)c2ccccc2C1(O)c1ccccc1. The reactants are ClC1=C2C(C(NC2=CC=C1F)=O)=O (4-chloro-5-fluoroisatin), S(O)(O)(=O)=O (sulphuric acid), OO (hydrogen peroxide). Run in C(C)(=O)O (acetic acid). The product is ClC=1C(=CC=C2C1C(=O)OC(N2)=O)F (6-chloro-5-fluoroisatoic acid anhydride). RXN SMILES: [Cl:1][C:2]1[C:10]([F:11])=[CH:9][CH:8]=[C:7]2[C:3]=1[C:4](=[O:13])[C:5](=[O:12])[NH:6]2.S(=O)(=O)(O)[OH:15].OO>C(O)(=O)C>[Cl:1][C:2]1[C:10]([F:11])=[CH:9][CH:8]=[C:7]2[NH:6][C:5](=[O:15])[O:12][C:4](=[O:13])[C:3]=12. Procedure: 7.8 g (0.039 mol) of 4-chloro-5-fluoroisatin are suspended in 50 ml of 100 percent acetic acid, treated with 0.25 ml of concentrated sulphuric acid and then at 30° 4.4 ml (0.043 mol) of 30 percent hydrogen peroxide are added thereto. The mixture is subsequently heated to 70° for 2.5 hours, then cooled to 10° and filtered. The crude product is recrystallized from acetone/hexane, there being obtained 6-chloro-5-fluoroisatoic acid anhydride of melting point 275°-278° (decomposition). The reactants are FC=1C=C(C=CC1[N+](=O)[O-])C1=NN=C(S1)N(C[C@H](CC1=CC=C(C=C1)C(F)(F)F)NC(OC(C)(C)C)=O)C(=O)OC(C)(C)C (tert-butyl (S)-1-(5-(3-fluoro-4-nitrophenyl)-1,3,4-thiadiazol-2-yl-boc-amino)-3-(4-(trifluoromethyl)phenyl)propan-2-ylcarbamate), CCOC(=O)C (EtOAc), CN (methanamine). The solvent is C1CCOC1 (THF), C1CCOC1 (THF). Reaction conditions: temperature 120 celsius. Yields the product CNC=1C=C(C=CC1[N+](=O)[O-])C1=NN=C(S1)N(C[C@H](CC1=CC=C(C=C1)C(F)(F)F)NC(OC(C)(C)C)=O)C(=O)OC(C)(C)C (tert-Butyl (S)-1-(5-(3-(methylamino)-4-nitrophenyl)-1,3,4-thiadiazol-2-yl-boc-amino)-3-(4-(trifluoromethyl)phenyl)propan-2-ylcarbamate). Reaction SMILES: F[C:2]1[CH:3]=[C:4]([C:11]2[S:15][C:14]([N:16]([C:38]([O:40][C:41]([CH3:44])([CH3:43])[CH3:42])=[O:39])[CH2:17][C@@H:18]([NH:30][C:31](=[O:37])[O:32][C:33]([CH3:36])([CH3:35])[CH3:34])[CH2:19][C:20]3[CH:25]=[CH:24][C:23]([C:26]([F:29])([F:28])[F:27])=[CH:22][CH:21]=3)=[N:13][N:12]=2)[CH:5]=[CH:6][C:7]=1[N+:8]([O-:10])=[O:9].[CH3:45][NH2:46].CCOC(C)=O>C1COCC1>[CH3:45][NH:46][C:2]1[CH:3]=[C:4]([C:11]2[S:15][C:14]([N:16]([C:38]([O:40][C:41]([CH3:44])([CH3:42])[CH3:43])=[O:39])[CH2:17][C@@H:18]([NH:30][C:31](=[O:37])[O:32][C:33]([CH3:36])([CH3:34])[CH3:35])[CH2:19][C:20]3[CH:21]=[CH:22][C:23]([C:26]([F:29])([F:27])[F:28])=[CH:24][CH:25]=3)=[N:13][N:12]=2)[CH:5]=[CH:6][C:7]=1[N+:8]([O-:10])=[O:9]. Procedure details: The above mentioned tert-butyl (S)-1-(5-(3-fluoro-4-nitrophenyl)-1,3,4-thiadiazol-2-yl-boc-amino)-3-(4-(trifluoromethyl)phenyl)propan-2-ylcarbamate was dissolved in 20 mL 2M THF solution of methanamine (20 mL, 40 mmol) in a microwave heating tube. The tube was heated at 120° C. for 10 minutes. The THF solution was mixed with 200 mL EtOAc. The organic phase was washed with water, twice with saturated aqueous ammonium sulfate twice, and dried over sodium sulfate. After removing the solvent, the pr...